This data is from the Open Reaction Database (ORD), a public repository of structured organic reaction records. The task is: describe an organic reaction: reactants, conditions, products, and yield The reactants are [Al+3], COCCCN1CCC(C(N)=O)CC1, [H-], [H-], [H-], [H-], [Li+], [Na+], C1CCOC1, [OH-], O. Product: COCCCN1CCC(CN)CC1. As a reaction SMILES: [Al+3:2].[CH3:7][O:8][CH2:9][CH2:10][CH2:11][N:12]1[CH2:13][CH2:14][CH:15]([C:18](=[O:19])[NH2:20])[CH2:16][CH2:17]1.[H-:1].[H-:4].[H-:5].[H-:6].[Li+:3].[Na+:23].[O:24]1[CH2:25][CH2:26][CH2:27][CH2:28]1.[OH-:22].[OH2:21]>>[CH3:7][O:8][CH2:9][CH2:10][CH2:11][N:12]1[CH2:13][CH2:14][CH:15]([CH2:18][NH2:20])[CH2:16][CH2:17]1. Starting materials: ClC=1N=C(C2=C(N1)N(C=C2)C2CC2)Cl (2,4-dichloro-7-cyclopropyl-7H-pyrrolo[2,3-d]pyrimidine), [OH-].[K+] (potassium hydroxide), Cl (hydrochloric acid). Solvent: O (water). Run at temperature 100 celsius. The product is ClC=1NC(C2=C(N1)N(C=C2)C2CC2)=O (2-chloro-7-cyclopropyl-3,7-dihydro-pyrrolo[2,3-d]pyrimidin-4-one). Isolated yield 95.9%. Reaction SMILES: [Cl:1][C:2]1[N:3]=[C:4](Cl)[C:5]2[CH:10]=[CH:9][N:8]([CH:11]3[CH2:13][CH2:12]3)[C:6]=2[N:7]=1.[OH-:15].[K+].Cl>O>[Cl:1][C:2]1[NH:3][C:4](=[O:15])[C:5]2[CH:10]=[CH:9][N:8]([CH:11]3[CH2:13][CH2:12]3)[C:6]=2[N:7]=1 |f:1.2|. Procedure: A mixture of 2,4-dichloro-7-cyclopropyl-7H-pyrrolo[2,3-d]pyrimidine (68 mg, 298 μmol) in a 2N aqueous potassium hydroxide solution (1.67 ml, 3.34 mmol) was heated to 100° C. overnight. At this time, the reaction was cooled to room temperature. The reaction was diluted with water (−50 mL) and then neutralized by the addition of a 2N aqueous hydrochloric acid solution. The product was extracted into a 10% methanol/methylene chloride solution (3×25 mL), dried over sodium sulfate, filtered and conce... Starting materials: ClC[C@H](CC(=O)OCC)O (ethyl(S)-4-chloro-3-hydroxybutyrate), [C-]#N.[Na+] (NaCN), NaH2PO4, [OH-].[Na+] (NaOH), halohydrin. Run in O (water). Conditions: temperature 60 celsius, time 10 minute. Yields the product C(#N)C[C@H](CC(=O)OCC)O (ethyl(R)-4-cyano-3-hydroxybutyrate). The yield is 67.1%. As a reaction SMILES: [C-:1]#[N:2].[Na+].Cl[CH2:5][C@@H:6]([OH:13])[CH2:7][C:8]([O:10][CH2:11][CH3:12])=[O:9].[OH-].[Na+]>O>[C:1]([CH2:5][C@@H:6]([OH:13])[CH2:7][C:8]([O:10][CH2:11][CH3:12])=[O:9])#[N:2] |f:0.1,3.4|. Procedure details: To a 3-necked jacketed 3 L flask equipped with a mechanical stirrer and connected to an automatic titrater by a pH electrode and a feeding tube for addition of base, was charged H20 (1200 mL), NaCN (37.25 g) and NaH2PO4 (125 g) to bring the solution to pH 7. The water circulator was set to 40° C. After 10 minutes, halohydrin dehalogenase SEQ ID NO: 32 as cell lysate (250 mL) was added. The reaction mixture was allowed to stir for 5 minutes. Using an addition funnel, ethyl(S)-4-chloro-3-hydroxybu... The reactants are O=C=NC1CCCCC1, Nc1ccc(N2CCN(C(=O)c3ccccc3C(F)(F)F)CC2)nn1. The product is O=C(Nc1ccc(N2CCN(C(=O)c3ccccc3C(F)(F)F)CC2)nn1)NC1CCCCC1. RXN SMILES: [CH:1]1([N:7]=[C:8]=[O:9])[CH2:2][CH2:3][CH2:4][CH2:5][CH2:6]1.[NH2:10][c:11]1[cH:12][cH:13][c:14]([N:17]2[CH2:18][CH2:19][N:20]([C:23](=[O:24])[c:25]3[c:26]([C:31]([F:32])([F:33])[F:34])[cH:27][cH:28][cH:29][cH:30]3)[CH2:21][CH2:22]2)[n:15][n:16]1>>[CH:1]1([NH:7][C:8](=[O:9])[NH:10][c:11]2[cH:12][cH:13][c:14]([N:17]3[CH2:18][CH2:19][N:20]([C:23](=[O:24])[c:25]4[c:26]([C:31]([F:32])([F:33])[F:34])[cH:27][cH:28][cH:29][cH:30]4)[CH2:21][CH2:22]3)[n:15][n:16]2)[CH2:2][CH2:3][CH2:4][CH2:5][CH2:6]1. Starting materials: C(C=CC1=CC=CC=C1)(=O)Cl (cinnamic acid chloride), C(C)C(=O)C (methyl ethyl ketone), BrCCO (2-bromoethanol). Run in N1=CC=CC=C1 (pyridine). Reaction conditions: time 2 hour. Yields the product C(C=CC1=CC=CC=C1)(=O)OCCBr (2-bromoethyl cinnamate). The yield is 94.9%. Reaction SMILES: [C:1](Cl)(=[O:10])[CH:2]=[CH:3][C:4]1[CH:9]=[CH:8][CH:7]=[CH:6][CH:5]=1.C(C(C)=O)C.[Br:17][CH2:18][CH2:19][OH:20]>N1C=CC=CC=1>[C:1]([O:20][CH2:19][CH2:18][Br:17])(=[O:10])[CH:2]=[CH:3][C:4]1[CH:9]=[CH:8][CH:7]=[CH:6][CH:5]=1. Procedure details: 83.3 g (0.5 mol) of cinnamic acid chloride and 200 mL of methyl ethyl ketone were placed in a reaction vessel. 62.5 g (0.5 mol) of 2-bromoethanol and 50 g of pyridine were added dropwise in the reaction vessel. The solution was refluxed with stirring for 2 hours under a nitrogen atmosphere and then concentrated. 100 mL of water was added to the concentrated solution. After extraction with chloroform, dehydration with anhydrous sodium sulfate, concentration, and drying, 121 g of 2-bromoethyl cinn... Reactants: CC1(C)CCc2ccc(Br)cc21, CC(C)(C)OO, ClCCl, O. Product: CC1(C)CC(=O)c2ccc(Br)cc21. Reaction SMILES: [Br:1][c:2]1[cH:3][cH:4][c:5]2[c:9]([cH:10]1)[C:8]([CH3:11])([CH3:12])[CH2:7][CH2:6]2.[C:13]([CH3:15])([CH3:16])([O:17][OH:14])[CH3:18].[Cl:19][CH2:20][Cl:21].[OH2:22]>>[Br:1][c:2]1[cH:3][cH:4][c:5]2[c:9]([cH:10]1)[C:8]([CH3:11])([CH3:12])[CH2:7][C:6]2=[O:17]. Reactants: C1(=CC=C(C=C1)S(=O)(=O)Cl)C (p-toluenesulphonyl chloride), N1(CCCCC1)CCCO (3-piperidin-1-yl-propan-1-ol). Reagents/catalysts: CN(C1=CC=NC=C1)C (4-dimethylaminopyridine). The solvent is N1=CC=CC=C1 (pyridine). Reaction conditions: time 8 hour. Product: N1(CCCCC1)CCCOS(=O)(=O)C1=CC=C(C=C1)C (toluene-4-sulfonic acid 3-piperidin-1-yl-propyl ester). The yield is 64.6%. As a reaction SMILES: [N:1]1([CH2:7][CH2:8][CH2:9][OH:10])[CH2:6][CH2:5][CH2:4][CH2:3][CH2:2]1.[C:11]1([CH3:21])[CH:16]=[CH:15][C:14]([S:17](Cl)(=[O:19])=[O:18])=[CH:13][CH:12]=1>CN(C)C1C=CN=CC=1.N1C=CC=CC=1>[N:1]1([CH2:7][CH2:8][CH2:9][O:10][S:17]([C:14]2[CH:15]=[CH:16][C:11]([CH3:21])=[CH:12][CH:13]=2)(=[O:19])=[O:18])[CH2:6][CH2:5][CH2:4][CH2:3][CH2:2]1. Reported procedure: To a mixture of 0.286 g (2 mmole) of 3-piperidin-1-yl-propan-1-ol, and 2 mL of pyridine was added 0.001 g of 4-dimethylaminopyridine and 0.381 g (2 mmole) of p-toluenesulphonyl chloride. The mixture was stirred at ambient temperature overnight and then concentrated under reduced pressure. The residue was taken up in 20 mL of dichloromethane and washed once with 10 mL of saturated sodium bicarbonate, twice with 10 mL of water, and then brine, dried over anhydrous magnesium sulfate, filtered and c... The reactants are CC(C)C(=O)Cl, CCOC(C)=O, Cn1ccc2ccc(N)cc21, c1ccncc1. Product: CC(C)C(=O)Nc1ccc2ccn(C)c2c1. Reaction SMILES: [C:12]([CH:13]([CH3:14])[CH3:15])(=[O:16])[Cl:17].[CH3:18][CH2:19][O:20][C:21](=[O:22])[CH3:23].[CH3:1][n:2]1[cH:3][cH:4][c:5]2[cH:6][cH:7][c:8]([NH2:11])[cH:9][c:10]12.[cH:24]1[cH:25][cH:26][n:27][cH:28][cH:29]1>>[CH3:1][n:2]1[cH:3][cH:4][c:5]2[cH:6][cH:7][c:8]([NH:11][C:12]([CH:13]([CH3:14])[CH3:15])=[O:16])[cH:9][c:10]12.